Dataset: the Open Reaction Database (ORD), a public repository of structured organic reaction records. Task: describe an organic reaction: reactants, conditions, products, and yield As a reaction SMILES: [CH2:33]1[O:34][CH2:35][CH2:36][O:37][CH2:38]1.[CH:22]1([C:25]([CH:26]=[C:27]([S:28][CH3:29])[S:30][CH3:31])=[O:32])[CH2:23][CH2:24]1.[NH2:1][c:2]1[cH:3][cH:4][c:5]([CH3:21])[c:6](-[c:8]2[c:9](=[O:20])[n:10]([CH3:19])[c:11]3[cH:12][c:13]([CH3:18])[n:14][cH:15][c:16]3[cH:17]2)[cH:7]1>>[NH:1]([c:2]1[cH:3][cH:4][c:5]([CH3:21])[c:6](-[c:8]2[c:9](=[O:20])[n:10]([CH3:19])[c:11]3[cH:12][c:13]([CH3:18])[n:14][cH:15][c:16]3[cH:17]2)[cH:7]1)[C:27](=[CH:26][C:25]([CH:22]1[CH2:23][CH2:24]1)=[O:32])[S:28][CH3:29]. Product: CSC(=CC(=O)C1CC1)Nc1ccc(C)c(-c2cc3cnc(C)cc3n(C)c2=O)c1. The reactants are C1COCCO1, CSC(=CC(=O)C1CC1)SC, Cc1cc2c(cn1)cc(-c1cc(N)ccc1C)c(=O)n2C. RXN SMILES: [CH3:1][N:2]1[C:12]2[C:7](=[CH:8][C:9]([O:13][CH2:14][CH2:15][CH2:16][C:17]([N:19]([CH3:26])[CH:20]3[CH2:25][CH2:24][CH2:23][CH2:22][CH2:21]3)=[O:18])=[CH:10][CH:11]=2)[CH:6]=[CH:5][C:3]1=[O:4]>CO.[Pd]>[CH3:1][N:2]1[C:12]2[C:7](=[CH:8][C:9]([O:13][CH2:14][CH2:15][CH2:16][C:17]([N:19]([CH3:26])[CH:20]3[CH2:25][CH2:24][CH2:23][CH2:22][CH2:21]3)=[O:18])=[CH:10][CH:11]=2)[CH2:6][CH2:5][C:3]1=[O:4]. Procedure details: To a solution of 2.8 g of 1-methyl-6-[3-(N-methyl-N-cyclohexylaminocarbonyl)propoxy]carbostyril in 50 ml of methanol is added 0.1 g of palladium black, and the mixture is reacted at 50° C. under hydrogen pressure of 2.5 atm. for 8 hours. After the reaction, the catalyst is filtered out and the filtrate is concentrated and evaporated to dryness. The residue is recrystallized from ligroin to obtain 1.9 g of 1-methyl-6-[3-(N-methyl-N-cyclohexylaminocarbonyl)propoxy]-3,4-dihydrocarbostyril in the fo... The solvent is CO (methanol). Yields the product CN1C(=O)CCC2=CC(=CC=C12)OCCCC(=O)N(C1CCCCC1)C (1-methyl-6-[3-(N-methyl-N-cyclohexylaminocarbonyl)propoxy]-3,4-dihydrocarbostyril). Starting materials: CN1C(=O)C=CC2=CC(=CC=C12)OCCCC(=O)N(C1CCCCC1)C (1-methyl-6-[3-(N-methyl-N-cyclohexylaminocarbonyl)propoxy]carbostyril). Reagents/catalysts: [Pd] (palladium black). The yield is 67.5%. Starting materials: CS(=O)(=O)C1=CC=C(C=C1)C=1C=C2C(=CN1)OC1(CC3(CCNCC3)C1)C2 (5-(4-methylsulfonyl-phenyl)-dispiro[2,3-dihydrofuro[2,3-c]pyridine-2,1′-cyclobutane-3′,4″-piperidine]), ClC1=NC=C(C=N1)CC (2-chloro-5-ethyl-pyrimidine), C([O-])([O-])=O.[K+].[K+] (potassium carbonate), CN1C(CCC1)=O (N-methyl-pyrrolidinone). Run in O (water). Reaction conditions: temperature 80 celsius, time 4 hour. Product: C(C)C=1C=NC(=NC1)N1CCC2(CC1)CC1(C2)CC=2C(=CN=C(C2)C2=CC=C(C=C2)S(=O)(=O)C)O1 (1″-(5-Ethyl-pyrimidin-2-yl)-5-(4-methylsulfonyl-phenyl)-dispiro[2,3-dihydrofuro[2,3-c]pyridine-2,1′-cyclobutane-3′,4″-piperidine]). Reaction SMILES: [CH3:1][S:2]([C:5]1[CH:10]=[CH:9][C:8]([C:11]2[CH:12]=[C:13]3[CH2:27][C:18]4([CH2:26][C:20]5([CH2:25][CH2:24][NH:23][CH2:22][CH2:21]5)[CH2:19]4)[O:17][C:14]3=[CH:15][N:16]=2)=[CH:7][CH:6]=1)(=[O:4])=[O:3].Cl[C:29]1[N:34]=[CH:33][C:32]([CH2:35][CH3:36])=[CH:31][N:30]=1.C(=O)([O-])[O-].[K+].[K+].CN1CCCC1=O>O>[CH2:35]([C:32]1[CH:31]=[N:30][C:29]([N:23]2[CH2:22][CH2:21][C:20]3([CH2:26][C:18]4([O:17][C:14]5=[CH:15][N:16]=[C:11]([C:8]6[CH:9]=[CH:10][C:5]([S:2]([CH3:1])(=[O:4])=[O:3])=[CH:6][CH:7]=6)[CH:12]=[C:13]5[CH2:27]4)[CH2:19]3)[CH2:25][CH2:24]2)=[N:34][CH:33]=1)[CH3:36] |f:2.3.4|. Reported procedure: A mixture of 5-(4-methylsulfonyl-phenyl)-dispiro[2,3-dihydrofuro[2,3-c]pyridine-2,1′-cyclobutane-3′,4″-piperidine] (HCl salt; 50 mg), 2-chloro-5-ethyl-pyrimidine (18 mg), potassium carbonate (35 mg), and N-methyl-pyrrolidinone (2 ml) is stirred at 80° C. for 4 h. After cooling to room temperature, water is added and the resulting mixture is extracted with ethyl acetate. The combined extracts are dried (Na2SO4) and concentrated. The residue is chromatographed on silica gel (cyclohexane/ethyl acet... Starting materials: C(C)(=S)O (thioacetic acid), C(O)([O-])=O.[Na+] (sodium hydrogen carbonate), COC([C@H](CO)C)=O ((S)-( +)-3-hydroxy-2-methylpropionic acid methyl ester), C1(=CC=CC=C1)P(C1=CC=CC=C1)C1=CC=CC=C1 (triphenyl phosphin), C(C)OC(=O)N=NC(=O)OCC (azodicarboxylic acid diethyl ester). Solvent: O1CCCC1 (tetrahydrofuran). Run at temperature 0 celsius, time 30 minute. Product: COC([C@H](CSC(C)=O)C)=O ((2R)-3-acetylthio-2-methylpropionic acid methyl ester). Isolated yield 41.0%. RXN SMILES: [CH3:1][O:2][C:3](=[O:8])[C@@H:4]([CH3:7])[CH2:5]O.C1(P(C2C=CC=CC=2)C2C=CC=CC=2)C=CC=CC=1.C(OC(N=NC(OCC)=O)=O)C.[C:40]([OH:43])(=[S:42])[CH3:41].C(=O)([O-])O.[Na+]>O1CCCC1>[CH3:1][O:2][C:3](=[O:8])[C@@H:4]([CH3:7])[CH2:5][S:42][C:40](=[O:43])[CH3:41] |f:4.5|. Reported procedure: To a solution of (S)-( +)-3-hydroxy-2-methylpropionic acid methyl ester (8.00 g) and triphenyl phosphin (26.64 g) in tetrahydrofuran (170 ml) was added azodicarboxylic acid diethyl ester (16 ml) was added, followed by stirring at 0° C. for 30 minutes. After addition of thioacetic acid at 0° C., the reaction mixture was stirred at room temperature for 16 hours, after which saturated aqueous solution of sodium hydrogen carbonate was added and the reaction mixture was extracted with ethyl acetate. ... The reactants are compound [ 102-4 ], BrCC=1C=CC=C2C=CC=NC12 (8-(bromomethyl)quinoline), ClC1=C(CN2N=C(C3=CC=C(C=C23)CC(=O)O)C)C(=CC=C1)C (2-[1-(2-chloro-6-methylbenzyl)-3-methyl-1H-indazole-6-yl]acetic acid). The product is CC1=NN(C2=CC(=CC=C12)CC(=O)O)CC=1C=CC=C2C=CC=NC12 (2-[3-methyl-1-(quinoline-8-ylmethyl)-1H-indazole-6-yl]acetic acid), C(C1=CC=CC=C1)N1C=CC2=CC=C(C=C12)CC(=O)O (2-(1-benzyl-1H-indole-6-yl)acetic acid). Reaction SMILES: Br[CH2:2][C:3]1[CH:4]=[CH:5][CH:6]=[C:7]2[C:12]=1[N:11]=[CH:10][CH:9]=[CH:8]2.Cl[C:14]1[CH:34]=[CH:33][CH:32]=[C:31](C)[C:15]=1[CH2:16][N:17]1[C:25]2[C:20](=[CH:21][CH:22]=[C:23]([CH2:26][C:27]([OH:29])=[O:28])[CH:24]=2)[C:19]([CH3:30])=[N:18]1>>[CH3:30][C:19]1[C:20]2[C:25](=[CH:24][C:23]([CH2:26][C:27]([OH:29])=[O:28])=[CH:22][CH:21]=2)[N:17]([CH2:2][C:3]2[CH:4]=[CH:5][CH:6]=[C:7]3[C:12]=2[N:11]=[CH:10][CH:9]=[CH:8]3)[N:18]=1.[CH2:16]([N:17]1[C:25]2[C:20](=[CH:21][CH:22]=[C:23]([CH2:26][C:27]([OH:29])=[O:28])[CH:24]=2)[CH:19]=[CH:30]1)[C:15]1[CH:14]=[CH:34][CH:33]=[CH:32][CH:31]=1. Procedure: The titled compound (73.8 mg) as a yellow solid was prepared from the compound [102-4] obtained in the process (4) of Example 102 (102 mg) and 8-(bromomethyl)quinoline according to the method of the process (5) of Example 102. Yields the product O=C(O)CON=C(c1ccccc1)c1cc2ccncc2[nH]1. As a reaction SMILES: [C:1]([CH3:2])([CH3:3])([CH3:4])[CH:5]([C:6](=[O:7])[O-:8])[O:9][N:10]=[C:11]([c:12]1[cH:13][c:14]2[c:15]([cH:16][n:17][cH:18][cH:19]2)[nH:20]1)[c:21]1[cH:22][cH:23][cH:24][cH:25][cH:26]1.[OH:27][C:28]([C:29]([F:30])([F:31])[F:32])=[O:33]>>[CH2:5]([C:6](=[O:7])[OH:8])[O:9][N:10]=[C:11]([c:12]1[cH:13][c:14]2[c:15]([cH:16][n:17][cH:18][cH:19]2)[nH:20]1)[c:21]1[cH:22][cH:23][cH:24][cH:25][cH:26]1. Reactants: CC(C)(C)C(ON=C(c1ccccc1)c1cc2ccncc2[nH]1)C(=O)[O-], O=C(O)C(F)(F)F. Reactants: C(C)(=O)C1=C(N(C2=CC(=CC=C12)C(=O)OC)CC1=C(C=CC=C1)Cl)CCC (methyl 3-acetyl-1-(2-chlorobenzyl)-2-propylindole-6-carboxylate), [OH-].[Na+] (sodium hydroxide). The solvent is C(C)O (ethanol). Product: C(C)(=O)C1=C(N(C2=CC(=CC=C12)C(=O)O)CC1=C(C=CC=C1)Cl)CCC (3-acetyl-1-(2-chlorobenzyl)-2-propylindole-6-carboxylic acid). The yield is 64.8%. RXN SMILES: [C:1]([C:4]1[C:12]2[C:7](=[CH:8][C:9]([C:13]([O:15]C)=[O:14])=[CH:10][CH:11]=2)[N:6]([CH2:17][C:18]2[CH:23]=[CH:22][CH:21]=[CH:20][C:19]=2[Cl:24])[C:5]=1[CH2:25][CH2:26][CH3:27])(=[O:3])[CH3:2].[OH-].[Na+]>C(O)C>[C:1]([C:4]1[C:12]2[C:7](=[CH:8][C:9]([C:13]([OH:15])=[O:14])=[CH:10][CH:11]=2)[N:6]([CH2:17][C:18]2[CH:23]=[CH:22][CH:21]=[CH:20][C:19]=2[Cl:24])[C:5]=1[CH2:25][CH2:26][CH3:27])(=[O:3])[CH3:2] |f:1.2|. Procedure details: To a solution of methyl 3-acetyl-1-(2-chlorobenzyl)-2-propylindole-6-carboxylate (125 mg) in ethanol (6 ml) was added 1N aqueous sodium hydroxide (0.7 ml), and the mixture was stirred under reflux for 1 hour. The resulting mixture was evaporated in vacuo, and the residue was acidified with 1N hydrochloric acid (0.75 ml) and extracted with ethyl acetate. The extract was washed with brine, dried over sodium sulfate and evaporated in vacuo. The residue was triturated with isopropyl ether to give 3-... The reactants are C(#N)C1=CC=C(C=C1)C#CCO (3-(4-cyanophenyl)-2-propyne-1-ol). Reagents/catalysts: C1=CC=C(C=C1)P(C2=CC=CC=C2)C3=CC=CC=C3.C1=CC=C(C=C1)P(C2=CC=CC=C2)C3=CC=CC=C3.C1=CC=C(C=C1)P(C2=CC=CC=C2)C3=CC=CC=C3.[Cl-].[Rh] (chlorotris(triphenylphosphine)rhodium(I)). The solvent is C1(=CC=CC=C1)C (toluene). Conditions: temperature 65 celsius, time 15 hour. Product: C(#N)C1=CC=C(C=C1)CCCO (3-(4-cyanophenyl)-1-propanol). The yield is 70.7%. As a reaction SMILES: [C:1]([C:3]1[CH:8]=[CH:7][C:6]([C:9]#[C:10][CH2:11][OH:12])=[CH:5][CH:4]=1)#[N:2]>C1(C)C=CC=CC=1.C1C=CC(P(C2C=CC=CC=2)C2C=CC=CC=2)=CC=1.C1C=CC(P(C2C=CC=CC=2)C2C=CC=CC=2)=CC=1.C1C=CC(P(C2C=CC=CC=2)C2C=CC=CC=2)=CC=1.[Cl-].[Rh]>[C:1]([C:3]1[CH:8]=[CH:7][C:6]([CH2:9][CH2:10][CH2:11][OH:12])=[CH:5][CH:4]=1)#[N:2] |f:2.3.4.5.6|. Reported procedure: A suspension of Compound 72-1 (5.79 g) and chlorotris(triphenylphosphine)rhodium(I) (5.00 g) in toluene (150 ml) was stirred under a hydrogen atmosphere at 65° C. for 15 hr. The reaction mixture was concentrated, diisopropyl ether was added and the mixture was filtered through celite. The filtrate was concentrated and the obtained residue was purified by silica gel column chromatography (hexane:ethyl acetate=99:1-50:50) to give the object product (4.20 g) as a brown oil. Reactants: N#Cc1ccc(C=O)c(F)c1, O=C([O-])[O-], CN(C)C=O, [K+], [K+], O, SCCc1ccccc1. Product: N#Cc1ccc(C=O)c(SCCc2ccccc2)c1. RXN SMILES: [C:10](#[N:11])[c:12]1[cH:13][c:14]([F:20])[c:15]([CH:16]=[O:17])[cH:18][cH:19]1.[C:21](=[O:22])([O-:23])[O-:24].[CH3:27][N:28]([CH3:29])[CH:30]=[O:31].[K+:25].[K+:26].[OH2:32].[c:1]1([CH2:7][CH2:8][SH:9])[cH:2][cH:3][cH:4][cH:5][cH:6]1>>[c:1]1([CH2:7][CH2:8][S:9][c:14]2[cH:13][c:12]([C:10]#[N:11])[cH:19][cH:18][c:15]2[CH:16]=[O:17])[cH:2][cH:3][cH:4][cH:5][cH:6]1. The solvent is ClCCl (dichloromethane), CN(C)C=O (DMF), N1=CC=CC=C1 (pyridine), ClCCl (dichloromethane). The product is CC1=C(CC2=NC(=NO2)C(=O)OCC)C=CC=C1 (ethyl 5-(2-methylbenzyl)-1,2,4-oxadiazole-3-carboxylate). Isolated yield 17.7%. Reported procedure: This compound was prepared according to general method 2 with (step I) 2-o-tolylacetic acid (0.568 g; 3.78 mmol); oxalyl chloride (0.352 mL; 4.16 mmol) in dichloromethane (12 mL) with few drops of DMF and (step II) ethyl 2-amino-2-(hydroxyimino)acetate (0.5 g; 3.78 mmol) and N,N diisopropylethylamine (1.05 mL; 6.06 mmol) in dichloromethane (6 mL) and (step III) pyridine (18 mL). The crude material was purified by flash chromatography on silica (eluent 20 to 100% ethyl acetate in heptane) to yiel... The reactants are C1(=C(C=CC=C1)CC(=O)O)C (2-o-tolylacetic acid), C(C)(C)N(C(C)C)CC (N,N diisopropylethylamine), C(C(=O)Cl)(=O)Cl (oxalyl chloride), NC(C(=O)OCC)=NO (ethyl 2-amino-2-(hydroxyimino)acetate). As a reaction SMILES: [C:1]1([CH3:11])[CH:6]=[CH:5][CH:4]=[CH:3][C:2]=1[CH2:7][C:8]([OH:10])=O.C(Cl)(=O)C(Cl)=O.[NH2:18][C:19](=[N:25]O)[C:20]([O:22][CH2:23][CH3:24])=[O:21].C(N(CC)C(C)C)(C)C>ClCCl.N1C=CC=CC=1.CN(C=O)C>[CH3:11][C:1]1[CH:6]=[CH:5][CH:4]=[CH:3][C:2]=1[CH2:7][C:8]1[O:10][N:25]=[C:19]([C:20]([O:22][CH2:23][CH3:24])=[O:21])[N:18]=1.